This data is from the Open Reaction Database (ORD), a public repository of structured organic reaction records. The task is: describe an organic reaction: reactants, conditions, products, and yield Reactants: OC(C)(C)C(C)(C)O (pinacol), CN(C)[C-]1C=CC=C1.[CH-]1C=CC=C1.[Fe+2] (Dimethylaminoferrocene), B(F)(F)F.CCOCC (BF3.OEt2), [Li]CCCC (n-BuLi), B(OCC)(OCC)OCC (B(OEt)3). Run in hexanes, C1CCOC1 (THF). Run at time 5 minute. Yields the product CC=1C(=C([C-](C1)N)B1OC(C(O1)(C)C)(C)C)C.[CH-]1C=CC=C1.[Fe+2] (Dimethyl-2-(4,4,5,5-tetramethyl-[1,3,2]dioxaborolan-2-yl)-1-aminoferrocene). The yield is 83.9%. Reaction SMILES: C[N:2]([C-:4]1[CH:8]=[CH:7][CH:6]=[CH:5]1)C.[CH-:9]1[CH:13]=[CH:12][CH:11]=[CH:10]1.[Fe+2:14].B(F)(F)F.CCO[CH2:22][CH3:23].[Li]CCCC.[B:29](OCC)(OCC)OCC.[OH:39][C:40]([C:43]([OH:46])([CH3:45])[CH3:44])([CH3:42])[CH3:41]>C1COCC1>[CH3:6][C:7]1[C:22]([CH3:23])=[C:5]([B:29]2[O:46][C:43]([CH3:45])([CH3:44])[C:40]([CH3:42])([CH3:41])[O:39]2)[C-:4]([NH2:2])[CH:8]=1.[CH-:9]1[CH:13]=[CH:12][CH:11]=[CH:10]1.[Fe+2:14] |f:0.1.2,3.4,9.10.11|. Procedure details: A solution of 11 (229 mg, 1.0 mmol) in THF (10 mL) was sequentially treated with BF3.OEt2 (0.13 mL, 1.05 mmol), n-BuLi (0.55 mL, 2.00 M, 1.10 mmol) and B(OEt)3 (0.20 mL, 1.20 mmol). Standard workup gave the extract, to which was added pinacol (138 mg, 1.10 mmol) and stirred at room temperature for 5 min. Concentration of the mixture under reduced pressure and column chromatography (basic alumina, hexanes) gave 12e (298 mg, 84%) as an orange oil that solidified on standing; mp 75-76° C. (pentane)... Starting materials: CO, Cl, COc1cc(C)c(C(=O)CCCCCCCCC(=O)O)c(O)c1OC. Product: COC(=O)CCCCCCCCC(=O)c1c(C)cc(OC)c(OC)c1O. RXN SMILES: [CH3:26][OH:27].[ClH:28].[OH:1][c:2]1[c:3]([C:4](=[O:5])[CH2:6][CH2:7][CH2:8][CH2:9][CH2:10][CH2:11][CH2:12][CH2:13][C:14](=[O:15])[OH:16])[c:17]([CH3:25])[cH:18][c:19]([O:23][CH3:24])[c:20]1[O:21][CH3:22]>>[OH:1][c:2]1[c:3]([C:4](=[O:5])[CH2:6][CH2:7][CH2:8][CH2:9][CH2:10][CH2:11][CH2:12][CH2:13][C:14](=[O:15])[O:16][CH3:26])[c:17]([CH3:25])[cH:18][c:19]([O:23][CH3:24])[c:20]1[O:21][CH3:22]. The reactants are FC1=C(CN)C=CC=C1 (2-Fluorobenzylamine), C(C)OC(C(=O)[O-])OCC.[Na+] (sodium 2,2-diethoxyacetate), O.ON1N=NC2=C1C=CC=C2 (N-hydroxybenzotriazole hydrate), C(C)(C)N(CC)C(C)C (diisopropylethylamine), Cl.C(C)N=C=NCCCN(C)C (1-Ethyl-3-(3-dimethylaminopropyl)carbodiimide hydrochloride). Run in O (water), CN(C)C=O (DMF), C(C)(=O)OCC (ethyl acetate). Conditions: time 8 hour. Product: C(C)OC(C(=O)NCC1=C(C=CC=C1)F)OCC (2,2-Diethoxy-N-(2-fluorobenzyl)acetamide). Reaction SMILES: [F:1][C:2]1[CH:9]=[CH:8][CH:7]=[CH:6][C:3]=1[CH2:4][NH2:5].[CH2:10]([O:12][CH:13]([O:17][CH2:18][CH3:19])[C:14]([O-])=[O:15])[CH3:11].[Na+].O.ON1C2C=CC=CC=2N=N1.C(N(C(C)C)CC)(C)C.Cl.C(N=C=NCCCN(C)C)C>CN(C=O)C.C(OCC)(=O)C.O>[CH2:10]([O:12][CH:13]([O:17][CH2:18][CH3:19])[C:14]([NH:5][CH2:4][C:3]1[CH:6]=[CH:7][CH:8]=[CH:9][C:2]=1[F:1])=[O:15])[CH3:11] |f:1.2,3.4,6.7|. Procedure: 2-Fluorobenzylamine (2.00 g, 16.0 mmol), sodium 2,2-diethoxyacetate (3.26 g, 19.2 mmol), N-hydroxybenzotriazole hydrate (3.67 g, 24.0 mmol) and diisopropylethylamine (4.18 mL, 24.0 mmol) were stirred in DMF (20 mL) at room temperature. 1-Ethyl-3-(3-dimethylaminopropyl)carbodiimide hydrochloride (4.6 g, 24.0 mmol) was added and the reaction mixture was allowed to stir at room temperature overnight. The reaction mixture was diluted water and ethyl acetate. The organic phase was washed sequentially...